This data is from the Open Reaction Database (ORD), a public repository of structured organic reaction records. The task is: describe an organic reaction: reactants, conditions, products, and yield Reactants: CC#N, CCOC(C)=O, CC(C)N(C)c1cc(-c2ccc(CCN(CC(O)c3ccccc3)C(=O)OC(C)(C)C)cc2)ccc1C=O, [O-][Cl+][O-], [Na+], OO. Yields the product O=C(O)c1ccccc1. As a reaction SMILES: [CH3:45][C:46]#[N:47].[CH3:48][CH2:49][O:50][C:51](=[O:52])[CH3:53].[CH:1]([c:2]1[cH:3][cH:4][c:5](-[c:6]2[cH:7][cH:8][c:9]([CH2:10][CH2:11][N:12]([CH2:13][CH:26]([c:27]3[cH:28][cH:29][cH:30][cH:31][cH:32]3)[OH:33])[C:14](=[O:15])[O:16][C:17]([CH3:18])([CH3:19])[CH3:20])[cH:21][cH:22]2)[cH:23][c:24]1[N:25]([CH:34]([CH3:35])[CH3:36])[CH3:37])=[O:38].[Cl+:41]([O-:42])[O-:43].[Na+:44].[OH:39][OH:40]>>[C:26]([c:27]1[cH:28][cH:29][cH:30][cH:31][cH:32]1)(=[O:33])[OH:42]. Starting materials: ClC1=CC=C(C=C1)C(NC1=CC=C(C=C1)S(=O)(=O)C)=N (4-chloro-N-[4-(methylsulfonyl)phenyl]benzenecarboximidamide), C([O-])(O)=O.[Na+] (sodium bicarbonate), FC(OC1=CC=C(C(CBr)=O)C=C1)(F)F (4-(trifluoromethoxy)phenacyl bromide). The solvent is C(C)(C)O (isopropanol). Conditions: temperature 82.5 celsius. The product is ClC1=CC=C(C=C1)C=1N(C=C(N1)C1=CC=C(C=C1)OC(F)(F)F)C1=CC=C(C=C1)S(=O)(=O)C (2-(4-chlorophenyl)-1-[4-(methylsulfonyl)phenyl]-4-[4-(trifluoromethoxy)phenyl]-1H-imidazole). The yield is 42.3%. As a reaction SMILES: [Cl:1][C:2]1[CH:7]=[CH:6][C:5]([C:8](=[NH:20])[NH:9][C:10]2[CH:15]=[CH:14][C:13]([S:16]([CH3:19])(=[O:18])=[O:17])=[CH:12][CH:11]=2)=[CH:4][CH:3]=1.C(=O)(O)[O-].[Na+].[F:26][C:27]([F:40])([F:39])[O:28][C:29]1[CH:38]=[CH:37][C:32]([C:33](=O)[CH2:34]Br)=[CH:31][CH:30]=1>C(O)(C)C>[Cl:1][C:2]1[CH:3]=[CH:4][C:5]([C:8]2[N:9]([C:10]3[CH:15]=[CH:14][C:13]([S:16]([CH3:19])(=[O:17])=[O:18])=[CH:12][CH:11]=3)[CH:34]=[C:33]([C:32]3[CH:31]=[CH:30][C:29]([O:28][C:27]([F:26])([F:39])[F:40])=[CH:38][CH:37]=3)[N:20]=2)=[CH:6][CH:7]=1 |f:1.2|. Procedure details: To a mixture of 4-chloro-N-[4-(methylsulfonyl)phenyl]benzenecarboximidamide (Example 1, Step 1) (700 mg, 2.24 mmol) and sodium bicarbonate (376 mg, 4.48 mmol) in isopropanol (25 mL), 4-(trifluoromethoxy)phenacyl bromide (950 mg, 3.36 mmol) was added. After heating the reaction mixture at 80-85° C. for 22 hours, the solvent was removed. The residue was redissolved in methylene chloride and washed with aqueous sodium bicarbonate and water. The organic fractions were combined, dried over sodium sul... Starting materials: C(CC)C1=NC2=C(N1CC1=CC=C(C=C1)C=1C(=CC=CC1)C(=O)OC(C)(C)C)C=C(C=C2C)C=2OC(=C(N2)C)C (tert.butyl 4'-[[2-n-propyl-4-methyl-6-(4,5-dimethyl-oxazol-2-yl)-1H-benzimidazol-1-yl]-methyl]-biphenyl-2-carboxylate), CNC=O.CN (N-methyl-formamide methylamine). Yields the product C(CC)C1=NC2=C(N1CC1=CC=C(C=C1)C=1C(=CC=CC1)C(=O)O)C=C(C=C2C)C=2N(C(=C(N2)C)C)C (4'-[[2-n-Propyl-4-methyl-6-(1,4,5-trimethyl-imidazol-2-yl)-1H-benzimidazol-1-yl]-methyl]-biphenyl-2-carboxylic Acid). As a reaction SMILES: [CH2:1]([C:4]1[N:8]([CH2:9][C:10]2[CH:15]=[CH:14][C:13]([C:16]3[C:17]([C:22]([O:24]C(C)(C)C)=[O:23])=[CH:18][CH:19]=[CH:20][CH:21]=3)=[CH:12][CH:11]=2)[C:7]2[CH:29]=[C:30]([C:34]3O[C:36](C)=[C:37](C)[N:38]=3)[CH:31]=[C:32]([CH3:33])[C:6]=2[N:5]=1)[CH2:2][CH3:3].[CH3:41][NH:42][CH:43]=O.[CH3:45]N>>[CH2:1]([C:4]1[N:8]([CH2:9][C:10]2[CH:11]=[CH:12][C:13]([C:16]3[C:17]([C:22]([OH:24])=[O:23])=[CH:18][CH:19]=[CH:20][CH:21]=3)=[CH:14][CH:15]=2)[C:7]2[CH:29]=[C:30]([C:34]3[N:42]([CH3:41])[C:43]([CH3:45])=[C:37]([CH3:36])[N:38]=3)[CH:31]=[C:32]([CH3:33])[C:6]=2[N:5]=1)[CH2:2][CH3:3] |f:1.2|. Procedure details: Prepared analogously-to Example 146 from tert.butyl 4'-[[2-n-propyl-4-methyl-6-(4,5-dimethyl-oxazol-2-yl)-1H-benzimidazol-1-yl]-methyl]-biphenyl-2-carboxylate and N-methyl-formamide/methylamine. The reactants are diester, CC(C(OCOP(=O)(CCCCC1=CC=CC=C1)CC(=O)N1N=C(CC1C(=O)OCC1=CC=CC=C1)C1=CC=CC=C1)=O)(C)C ((+)-4,5-Dihydro-1-[[[(2,2-dimethyl-1-oxopropoxy)methoxy](4-phenylbutyl)phosphinyl]acetyl]-3-phenyl-1H-pyrazole-5-carboxylic acid, phenylmethyl ester), [H][H] (hydrogen). The reagents and catalysts are [Pd] (palladium on carbon). Run in CO (methanol). The product is CC(C(OCOP(=O)(CCCCC1=CC=CC=C1)CC(=O)N1N=C(CC1C(=O)O)C1=CC=CC=C1)=O)(C)C ((+)-4,5-dihydro-1-[[[(2,2-dimethyl-1-oxopropoxy)methoxy] (4-phenylbutyl)phosphinyl]acetyl]-3-phenyl-1H-pyrazole-5-carboxylic acid). As a reaction SMILES: [CH3:1][C:2]([CH3:45])([CH3:44])[C:3](=[O:43])[O:4][CH2:5][O:6][P:7]([CH2:19][C:20]([N:22]1[CH:26]([C:27]([O:29]CC2C=CC=CC=2)=[O:28])[CH2:25][C:24]([C:37]2[CH:42]=[CH:41][CH:40]=[CH:39][CH:38]=2)=[N:23]1)=[O:21])([CH2:9][CH2:10][CH2:11][CH2:12][C:13]1[CH:18]=[CH:17][CH:16]=[CH:15][CH:14]=1)=[O:8].[H][H]>[Pd].CO>[CH3:1][C:2]([CH3:45])([CH3:44])[C:3](=[O:43])[O:4][CH2:5][O:6][P:7]([CH2:19][C:20]([N:22]1[CH:26]([C:27]([OH:29])=[O:28])[CH2:25][C:24]([C:37]2[CH:38]=[CH:39][CH:40]=[CH:41][CH:42]=2)=[N:23]1)=[O:21])([CH2:9][CH2:10][CH2:11][CH2:12][C:13]1[CH:18]=[CH:17][CH:16]=[CH:15][CH:14]=1)=[O:8]. Procedure details: The diester product from part (d) (2.0 g.) is dissolved in 50 ml. of methanol containing 0.5 g. of 5% palladium on carbon catalyst and hydrogenated at 50 psi on a Parr apparatus until cessation of hydrogen uptake (2-4 hours). The catalyst is filtered off and the filtrate is concentrated in vacuo. The residue is triturated with acetonitrile or purified by flash chromatography to give (+)-4,5-dihydro-1-[[[(2,2-dimethyl-1-oxopropoxy)methoxy] (4-phenylbutyl)phosphinyl]acetyl]-3-phenyl-1H-pyrazole-5-... Starting materials: COc1ccccc1C1(Cl)C(=O)Nc2ccc(Cl)cc21, CC(C)(C)OC(=O)C1CC(F)CN1. Product: COc1ccccc1C1(N2CC(F)CC2C(=O)OC(C)(C)C)C(=O)Nc2ccc(Cl)cc21. Reaction SMILES: [Cl:1][C:2]1([c:13]2[c:14]([O:19][CH3:20])[cH:15][cH:16][cH:17][cH:18]2)[C:3](=[O:12])[NH:4][c:5]2[cH:6][cH:7][c:8]([Cl:11])[cH:9][c:10]21.[F:21][CH:22]1[CH2:23][CH:24]([C:27](=[O:28])[O:29][C:30]([CH3:31])([CH3:32])[CH3:33])[NH:25][CH2:26]1>>[C:2]1([c:13]2[c:14]([O:19][CH3:20])[cH:15][cH:16][cH:17][cH:18]2)([N:25]2[CH:24]([C:27](=[O:28])[O:29][C:30]([CH3:31])([CH3:32])[CH3:33])[CH2:23][CH:22]([F:21])[CH2:26]2)[C:3](=[O:12])[NH:4][c:5]2[cH:6][cH:7][c:8]([Cl:11])[cH:9][c:10]21. The reactants are CO, Nc1cccc(Nc2ccc([N+](=O)[O-])cn2)c1. Product: Nc1ccc(Nc2cccc(N)c2)nc1. As a reaction SMILES: [CH3:18][OH:19].[N+:1]([O-:2])(=[O:3])[c:4]1[cH:5][cH:6][c:7]([NH:10][c:11]2[cH:12][c:13]([NH2:17])[cH:14][cH:15][cH:16]2)[n:8][cH:9]1>>[NH2:1][c:4]1[cH:5][cH:6][c:7]([NH:10][c:11]2[cH:12][c:13]([NH2:17])[cH:14][cH:15][cH:16]2)[n:8][cH:9]1.